From a dataset of the Open Reaction Database (ORD), a public repository of structured organic reaction records. describe an organic reaction: reactants, conditions, products, and yield Starting materials: O=C([O-])O, ClCCCl, CC(C)(C)OC(=O)N(C(=O)OC(C)(C)C)c1nc(Br)c(C(=O)O)[nH]1, N#Cc1cc(Cl)cc(Oc2c(Cl)ccc(CN)c2F)c1, [Na+], CN(C)C=O, On1nnc2ccccc21. The product is CC(C)(C)OC(=O)N(C(=O)OC(C)(C)C)c1nc(Br)c(C(=O)NCc2ccc(Cl)c(Oc3cc(Cl)cc(C#N)c3)c2F)[nH]1. As a reaction SMILES: [C:59](=[O:60])([OH:61])[O-:62].[CH2:1]([Cl:2])[CH2:3][Cl:4].[CH3:35][C:36]([CH3:37])([CH3:38])[O:39][C:40](=[O:41])[N:42]([c:43]1[nH:44][c:45]([C:49](=[O:50])[OH:51])[c:46]([Br:48])[n:47]1)[C:52](=[O:53])[O:54][C:55]([CH3:56])([CH3:57])[CH3:58].[NH2:15][CH2:16][c:17]1[c:18]([F:34])[c:19]([O:24][c:25]2[cH:26][c:27]([C:28]#[N:29])[cH:30][c:31]([Cl:33])[cH:32]2)[c:20]([Cl:23])[cH:21][cH:22]1.[Na+:63].[O:64]=[CH:65][N:66]([CH3:67])[CH3:68].[OH:5][n:6]1[c:7]2[c:8]([cH:9][cH:10][cH:11][cH:12]2)[n:13][n:14]1>>[NH:15]([CH2:16][c:17]1[c:18]([F:34])[c:19]([O:24][c:25]2[cH:26][c:27]([C:28]#[N:29])[cH:30][c:31]([Cl:33])[cH:32]2)[c:20]([Cl:23])[cH:21][cH:22]1)[C:49]([c:45]1[nH:44][c:43]([N:42]([C:40]([O:39][C:36]([CH3:35])([CH3:37])[CH3:38])=[O:41])[C:52](=[O:53])[O:54][C:55]([CH3:56])([CH3:57])[CH3:58])[n:47][c:46]1[Br:48])=[O:50]. Reactants: OB(O)c1ccnc(Cl)c1, CC(C)N1CCN(C(=O)c2ccc3[nH]c(C(=O)N4CCN(S(=O)(=O)c5ccccc5)CC4)cc3c2)CC1. Product: CC(C)N1CCN(C(=O)c2ccc3c(c2)cc(C(=O)N2CCN(S(=O)(=O)c4ccccc4)CC2)n3-c2ccnc(Cl)c2)CC1. As a reaction SMILES: [Cl:38][c:39]1[n:40][cH:41][cH:42][c:43]([B:45]([OH:46])[OH:47])[cH:44]1.[c:1]1([S:7](=[O:8])(=[O:9])[N:10]2[CH2:11][CH2:12][N:13]([C:16](=[O:17])[c:18]3[nH:19][c:20]4[cH:21][cH:22][c:23]([C:27](=[O:28])[N:29]5[CH2:30][CH2:31][N:32]([CH:35]([CH3:36])[CH3:37])[CH2:33][CH2:34]5)[cH:24][c:25]4[cH:26]3)[CH2:14][CH2:15]2)[cH:2][cH:3][cH:4][cH:5][cH:6]1>>[c:1]1([S:7](=[O:8])(=[O:9])[N:10]2[CH2:11][CH2:12][N:13]([C:16](=[O:17])[c:18]3[n:19](-[c:43]4[cH:42][cH:41][n:40][c:39]([Cl:38])[cH:44]4)[c:20]4[cH:21][cH:22][c:23]([C:27](=[O:28])[N:29]5[CH2:30][CH2:31][N:32]([CH:35]([CH3:36])[CH3:37])[CH2:33][CH2:34]5)[cH:24][c:25]4[cH:26]3)[CH2:14][CH2:15]2)[cH:2][cH:3][cH:4][cH:5][cH:6]1. The reactants are BrC1=C(C=CC=C1)N1C(=NC2=CC=C(C=C2C1=O)F)C (3-(2-bromo-phenyl)-6-fluoro-2-methyl-3H-quinazolin-4-one), C(C)(=O)OC(C)=O (acetic anhydride), CC=1SC=C(N1)C=O (2-methythiazole-4-carboxaldehyde). The reagents and catalysts are [Cl-].[Zn+2].[Cl-] (zinc chloride). The solvent is O (water). Yields the product BrC1=C(C=CC=C1)N1C(=NC2=CC=C(C=C2C1=O)F)C=CC=1N=C(SC1)C (3-(2-bromo-phenyl)-6-fluoro-2-[2-(2-methyl-thiazol-4-yl)-vinyl]-3H-quinazolin-4-one). The yield is 47.7%. Reaction SMILES: [Br:1][C:2]1[CH:7]=[CH:6][CH:5]=[CH:4][C:3]=1[N:8]1[C:17](=[O:18])[C:16]2[C:11](=[CH:12][CH:13]=[C:14]([F:19])[CH:15]=2)[N:10]=[C:9]1[CH3:20].C(OC(=O)C)(=O)C.[CH3:28][C:29]1[S:30][CH:31]=[C:32]([CH:34]=O)[N:33]=1>O.[Cl-].[Zn+2].[Cl-]>[Br:1][C:2]1[CH:7]=[CH:6][CH:5]=[CH:4][C:3]=1[N:8]1[C:17](=[O:18])[C:16]2[C:11](=[CH:12][CH:13]=[C:14]([F:19])[CH:15]=2)[N:10]=[C:9]1[CH:20]=[CH:34][C:32]1[N:33]=[C:29]([CH3:28])[S:30][CH:31]=1 |f:4.5.6|. Reported procedure: Anhydrous zinc chloride (0.150 g, 1.1 mmol) was fused with a nitrogen purge in a round bottom flask with an open flame. The reaction vessel was allowed to return to ambient temperature, then dioxane (5 mL) was added. To this mixture was added 3-(2-bromo-phenyl)-6-fluoro-2-methyl-3H-quinazolin-4-one (0.182 g, 0.55 mmol), acetic anhydride (0.156 mL, 1.65 mmol), and 2-methythiazole-4-carboxaldehyde (0.209g, 1.65 mmol in 3 mL of dioxane). The reaction was refluxed 3 h, cooled to ambient temperature,... Starting materials: [Cl-] (chloride), O[C@H](C)[C@@H]1[C@@H]2N(C(C(C2)=O)C(=O)OCC2=CC=C(C=C2)[N+](=O)[O-])C1=O (4-nitrobenzyl (5R, 6S)-6-[(1R)-1-hydroxyethyl]-2-oxo-1-carbapenam-3-carboxylate), CN(C(=O)[C@H]1[N+](C[C@H](C1)S)(C)C)C ((2S, 4S)-2-(N,N-dimethylcarbamoyl)-1,1-dimethyl-4-mercaptopyrrolidinium), crude product. Solvent: C(C)#N (acetonitrile), C(C)(C)N(CC)C(C)C (diisopropylethylamine), C(C)#N (acetonitrile), C(C)(C)N(CC)C(C)C (diisopropylethylamine), O1CCCC1 (tetrahydrofuran), P(=O)([O-])([O-])[O-] (phosphate), [Pd] (palladium-on-charcoal). Conditions: time 1 hour. Product: C[N+]1([C@@H](C[C@@H](C1)SC=1C[C@H]2N(C1C(=O)[O-])C([C@@H]2[C@@H](C)O)=O)C(N(C)C)=O)C ((5R, 6S)-2-[(2S, 4S)-1,1,-Dimethyl-2-(N,N-dimethylcarbamoyl)pyrrolidinium-4-ylthio]-6-[(1R)-1-hydroxyethyl]-1-carbapen-2-em-3-carboxylate). The yield is 22.5%. As a reaction SMILES: [Cl-].[OH:2][C@@H:3]([C@H:5]1[C:25](=[O:26])[N:7]2[CH:8]([C:12]([O:14]CC3C=CC([N+]([O-])=O)=CC=3)=[O:13])[C:9](=O)[CH2:10][C@H:6]12)[CH3:4].[CH3:27][N:28]([CH3:39])[C:29]([C@@H:31]1[CH2:35][C@H:34]([SH:36])[CH2:33][N+:32]1([CH3:38])[CH3:37])=[O:30]>C(#N)C.C(N(C(C)C)CC)(C)C.O1CCCC1.P([O-])([O-])([O-])=O.[Pd]>[CH3:38][N+:32]1([CH3:37])[CH2:33][C@@H:34]([S:36][C:9]2[CH2:10][C@@H:6]3[C@@H:5]([C@H:3]([OH:2])[CH3:4])[C:25](=[O:26])[N:7]3[C:8]=2[C:12]([O-:14])=[O:13])[CH2:35][C@H:31]1[C:29](=[O:30])[N:28]([CH3:27])[CH3:39]. Reported procedure: 126 μl of diisopropylethylamine and 132 μl of diphenylphophoryl chloride were simultaneously added, whilst ice-cooling, to a solution of 218 mg of 4-nitrobenzyl (5R, 6S)-6-[(1R)-1-hydroxyethyl]-2-oxo-1-carbapenam-3-carboxylate dissolved in 3 ml of dry acetonitrile, and the mixture was stirred at the same temperature for 1 hour. At the end of this time, a solution of 243 mg of the crude (2S, 4S)-2-(N,N-dimethylcarbamoyl)-1,1-dimethyl-4-mercaptopyrrolidinium salt [prepared as described in Example ...